This data is from the Open Reaction Database (ORD), a public repository of structured organic reaction records. The task is: describe an organic reaction: reactants, conditions, products, and yield Reaction conditions: temperature 90 celsius. Reported procedure: Into a 100 ml flask containing the product of step (g) (642 mg, 1.24 mmol) dissolved in EtOH (20 ml), TEA (1.7 ml, 12.4 mmol), hypophosphorous acid (2.3 ml, 12.4 mmol), and AIBN (407 mg, 2.48 mmol) were added. The reaction mixture was heated to 90° C. for 30 minutes, and then the volatiles were evaporated in vacuo. The resulting residue was diluted with water (100 ml) and extracted with DCM (3×). The combined DCM extracts were washed with brine, dried over Na2SO4, and solvent evaporated in vacuo... Solvent: CCO (EtOH). Reaction SMILES: [Br:1][C:2]1[C:3]([O:20][CH2:21][CH:22]=[CH:23][CH3:24])=[C:4](I)[C:5]2[CH2:11][CH2:10][N:9]([C:12](=[O:17])[C:13]([F:16])([F:15])[F:14])[CH2:8][CH2:7][C:6]=2[CH:18]=1.[PH2](O)=O.CC(N=NC(C#N)(C)C)(C#N)C>CCO>[Br:1][C:2]1[C:3]2[O:20][CH2:21][CH:22]([CH2:23][CH3:24])[C:4]=2[C:5]2[CH2:11][CH2:10][N:9]([C:12](=[O:17])[C:13]([F:16])([F:15])[F:14])[CH2:8][CH2:7][C:6]=2[CH:18]=1. Product: BrC1=CC2=C(C=3C(COC13)CC)CCN(CC2)C(C(F)(F)F)=O (1-(4-Bromo-1-ethyl-1,2,6,7,9,10-hexahydro-3-oxa-8-aza-cyclohepta[e]inden-8-yl)-2,2,2-trifluoro-ethanone). Reactants: TEA, [PH2](=O)O (hypophosphorous acid), CC(C)(C#N)N=NC(C)(C)C#N (AIBN), BrC=1C(=C(C2=C(CCN(CC2)C(C(F)(F)F)=O)C1)I)OCC=CC (1-(8-Bromo-7-but-2-enyloxy-6-iodo-1,2,4,5-tetrahydro-benzo[d]azepin-3-yl)-2,2,2-trifluoro-ethanone). Reactants: ClC1=C(C=C(C=N1)C1=CC2=C(N=C(S2)N)C=C1)N(C)C (6-(6-chloro-5-(dimethylamino)pyridin-3-yl)benzo[d]thiazol-2-amine), CS(=O)(=O)Cl (methanesulfonyl chloride), N1=CC=CC=C1 (pyridine), C(C)(=O)N (Acetamide). Run in C(Cl)Cl (DCM), CCN(CC)CC (Et3N), O (H2O). Run at time 8 hour. Yields the product ClC1=C(C=C(C=N1)C1=CC2=C(N=C(S2)NS(=O)(=O)C)C=C1)N(C)C (N-(6-(6-chloro-5-(dimethylamino)pyridin-3-yl)benzo[d]thiazol-2-yl)methanesulfonamide). Yield: 53.0%. As a reaction SMILES: [Cl:1][C:2]1[N:7]=[CH:6][C:5]([C:8]2[CH:17]=[CH:16][C:11]3[N:12]=[C:13]([NH2:15])[S:14][C:10]=3[CH:9]=2)=[CH:4][C:3]=1[N:18]([CH3:20])[CH3:19].[CH3:21][S:22](Cl)(=[O:24])=[O:23].N1C=CC=CC=1.C(N)(=O)C>C(Cl)Cl.O.CCN(CC)CC>[Cl:1][C:2]1[N:7]=[CH:6][C:5]([C:8]2[CH:17]=[CH:16][C:11]3[N:12]=[C:13]([NH:15][S:22]([CH3:21])(=[O:24])=[O:23])[S:14][C:10]=3[CH:9]=2)=[CH:4][C:3]=1[N:18]([CH3:20])[CH3:19]. Procedure details: To a slurry of 6-(6-chloro-5-(dimethylamino)pyridin-3-yl)benzo[d]thiazol-2-amine (60 mg, 197 μmol) in DCM (2 mL) was added methanesulfonyl chloride (400 μL, 5168 μmol), and pyridine (300 μL). After overnight, Et3N (0.3 mL) was added. After overnight, the mixture was diluted with H2O and stirred for several days. The mixture was filtered, washed with H2O to give a solid that is mostly the product (Rf 2.20), with small amount of Acetamide (Rf 3.39, m/e 347). The solid was washed with EtOAc, and ho... The reactants are C(C)(=O)O (acetic acid), C1=CCCCC1 (cyclohexene). RXN SMILES: [C:1]([OH:4])(=[O:3])[CH3:2].[CH:5]1[CH2:10][CH2:9][CH2:8][CH2:7][CH:6]=1>C(#N)C>[C:1]1(=[O:4])[CH2:2][CH2:7][CH2:6][CH:5]=[CH:10]1.[C:1]([O:4][CH:10]1[CH2:9][CH2:8][CH2:7][CH:6]=[CH:5]1)(=[O:3])[CH3:2]. Reported procedure: The reaction was conducted in the same manner as Example C1 except that acetic acid was employed for acetonitrile and the reaction temperature was set at 90° C. As a result, cyclohexene was transformed into 2-cyclohexen-1-one (cyclohexene-based selectivity 43%, yield 41%) and 1-acetyloxy-2-cyclohexene (cyclohexene-based selectivity 45%, yield 43%) with a transformation rate of 95%. Product: C1(C=CCCC1)=O (2-cyclohexen-1-one), C(C)(=O)OC1C=CCCC1 (1-acetyloxy-2-cyclohexene). Yield: 43.0%. Solvent: C(C)#N (acetonitrile).